Dataset: the Open Reaction Database (ORD), a public repository of structured organic reaction records. Task: describe an organic reaction: reactants, conditions, products, and yield The reactants are CCCCCCCCC=CCCCCCCCC(=O)O, Nc1ccc(S)cc1. Product: CCCCCCCCC=CCCCCCCCC(=O)Sc1ccc(N)cc1. As a reaction SMILES: [CH3:1][CH2:2][CH2:3][CH2:4][CH2:5][CH2:6][CH2:7][CH2:8][CH:9]=[CH:10][CH2:11][CH2:12][CH2:13][CH2:14][CH2:15][CH2:16][CH2:17][C:18]([OH:19])=[O:20].[NH2:21][c:22]1[cH:23][cH:24][c:25]([SH:28])[cH:26][cH:27]1>>[CH3:1][CH2:2][CH2:3][CH2:4][CH2:5][CH2:6][CH2:7][CH2:8][CH:9]=[CH:10][CH2:11][CH2:12][CH2:13][CH2:14][CH2:15][CH2:16][CH2:17][C:18](=[O:20])[S:28][c:25]1[cH:24][cH:23][c:22]([NH2:21])[cH:27][cH:26]1. Starting materials: ice water, C(C1=CC=CC=C1)(C1=CC=CC=C1)(C1=CC=CC=C1)NC=1SC=C(N1)/C(/C(=O)O)=N/OC(C1=CC=CC=C1)(C1=CC=CC=C1)C1=CC=CC=C1 (2-(2-tritylaminothiazol-4-yl)-2-(Z)-trityloxyiminoacetic acid), Cl.NC1[C@@H]2N(C(=C(CS2)\C=C/C)C(=O)OC(C2=CC=CC=C2)C2=CC=CC=C2)C1=O (diphenylmethyl 7-amino-3-[(Z)-1-propenyl]-3-cephem-4-carboxylate hydrochloride), C/C(=N\[Si](C)(C)C)/O[Si](C)(C)C (N,O-bis(trimethylsilyl)acetamide), P(Cl)(Cl)(Cl)(Cl)Cl (phosphorus pentachloride). The solvent is ClCCl (dichloromethane), ClCCl (dichloromethane). Conditions: time 20 minute. Product: C(C1=CC=CC=C1)(C1=CC=CC=C1)(C1=CC=CC=C1)NC=1SC=C(N1)/C(/C(=O)NC1[C@@H]2N(C(=C(CS2)\C=C/C)C(=O)OC(C2=CC=CC=C2)C2=CC=CC=C2)C1=O)=N/OC(C1=CC=CC=C1)(C1=CC=CC=C1)C1=CC=CC=C1 (Diphenylmethyl 7-[(Z)-2-(2-tritylaminothiazol-4-yl)-2-trityloxyiminoacetamido]-3-((Z)-1-propenyl)-3-cephem-4-carboxylate). As a reaction SMILES: [C:1]([NH:20][C:21]1[S:22][CH:23]=[C:24](/[C:26](=[N:30]/[O:31][C:32]([C:45]2[CH:50]=[CH:49][CH:48]=[CH:47][CH:46]=2)([C:39]2[CH:44]=[CH:43][CH:42]=[CH:41][CH:40]=2)[C:33]2[CH:38]=[CH:37][CH:36]=[CH:35][CH:34]=2)/[C:27](O)=[O:28])[N:25]=1)([C:14]1[CH:19]=[CH:18][CH:17]=[CH:16][CH:15]=1)([C:8]1[CH:13]=[CH:12][CH:11]=[CH:10][CH:9]=1)[C:2]1[CH:7]=[CH:6][CH:5]=[CH:4][CH:3]=1.P(Cl)(Cl)(Cl)(Cl)Cl.Cl.[NH2:58][CH:59]1[C:85](=[O:86])[N:61]2[C:62]([C:69]([O:71][CH:72]([C:79]3[CH:84]=[CH:83][CH:82]=[CH:81][CH:80]=3)[C:73]3[CH:78]=[CH:77][CH:76]=[CH:75][CH:74]=3)=[O:70])=[C:63](/[CH:66]=[CH:67]\[CH3:68])[CH2:64][S:65][C@H:60]12.C/C(/O[Si](C)(C)C)=N\[Si](C)(C)C>ClCCl>[C:1]([NH:20][C:21]1[S:22][CH:23]=[C:24](/[C:26](=[N:30]/[O:31][C:32]([C:45]2[CH:50]=[CH:49][CH:48]=[CH:47][CH:46]=2)([C:39]2[CH:40]=[CH:41][CH:42]=[CH:43][CH:44]=2)[C:33]2[CH:34]=[CH:35][CH:36]=[CH:37][CH:38]=2)/[C:27]([NH:58][CH:59]2[C:85](=[O:86])[N:61]3[C:62]([C:69]([O:71][CH:72]([C:73]4[CH:74]=[CH:75][CH:76]=[CH:77][CH:78]=4)[C:79]4[CH:80]=[CH:81][CH:82]=[CH:83][CH:84]=4)=[O:70])=[C:63](/[CH:66]=[CH:67]\[CH3:68])[CH2:64][S:65][C@H:60]23)=[O:28])[N:25]=1)([C:14]1[CH:15]=[CH:16][CH:17]=[CH:18][CH:19]=1)([C:2]1[CH:3]=[CH:4][CH:5]=[CH:6][CH:7]=1)[C:8]1[CH:13]=[CH:12][CH:11]=[CH:10][CH:9]=1 |f:2.3|. Procedure: To a mixture of 2-(2-tritylaminothiazol-4-yl)-2-(Z)-trityloxyiminoacetic acid (III, R2a =Tr) (873 mg, 1.30 m moles) and dichloromethane (5 ml) was added phosphorus pentachloride (297 mg, 1.43 m moles) at -5° C. The mixture was allowed to stand for 20 min at the same temperature and added dropwise to a solution of diphenylmethyl 7-amino-3-(1-propenyl)-3-cephem-4-carboxylate hydrochloride (XIII, R3 =H: 443 mg, 1 m mole) and N,O-bis(trimethylsilyl)acetamide (0.74 ml, 4.4 m moles) in dichloromethane... Reactants: ClCCOC1=CC=C(C=C1)[N+](=O)[O-] (4-Nitrophenyl 2-chloroethyl ether), [N-]=[N+]=[N-].[Li+] (lithium azide), O (water). The solvent is CN(C)C=O (DMF). Product: N(=[N+]=[N-])CCOC1=CC=C(C=C1)[N+](=O)[O-] (4-nitrophenyl 2-azidoethyl ether). Isolated yield 96.9%. As a reaction SMILES: Cl[CH2:2][CH2:3][O:4][C:5]1[CH:10]=[CH:9][C:8]([N+:11]([O-:13])=[O:12])=[CH:7][CH:6]=1.[N-:14]=[N+:15]=[N-:16].[Li+].O>CN(C=O)C>[N:14]([CH2:2][CH2:3][O:4][C:5]1[CH:10]=[CH:9][C:8]([N+:11]([O-:13])=[O:12])=[CH:7][CH:6]=1)=[N+:15]=[N-:16] |f:1.2|. Procedure: A solution of 1.12 g (5.55 mmol) of 4-nitro 2-chloroethyl ether (Example 212) and lithium azide (544 mg, 11.1 mmol) in 3 mL of DMF was heated at 60° C. in an oil bath overnight under nitrogen atmosphere. The reaction was poured into water and extracted with ethyl acetate. The organics were washed with water and brine and dried over anhydrous magnesium sulfate and concentrated to give 1.12 g (97%) of the product: 1H NMR (200 MHz, CDCl3) δ8.18 (d, 2H, J=9Hz), 6.96 (d, 2H, J=9Hz), 4.21 (t, 2H, J=5H...